This data is from the Open Reaction Database (ORD), a public repository of structured organic reaction records. The task is: describe an organic reaction: reactants, conditions, products, and yield Starting materials: S1C(=CC=C1)CC1=C(C=CC=C1)O (2-(2-thienylmethyl)phenol), ClCC(CN1C(CCCC1C)C)O (1-chloro-3-(2,6-dimethylpiperidino)-2-propanol), C([O-])([O-])=O.[K+].[K+] (potassium carbonate), CC(=O)C (acetone). Run in CN(C=O)C (dimethylformamide). Conditions: time 20 hour. The product is Cl.CC1N(C(CCC1)C)CC(COC1=C(C=CC=C1)CC=1SC=CC1)O (1-(2,6-dimethylpiperidino)-3-[2-(2-thienylmethyl)phenoxy]-2-propanol hydrochloride). The yield is 37.9%. RXN SMILES: [S:1]1[CH:5]=[CH:4][CH:3]=[C:2]1[CH2:6][C:7]1[CH:12]=[CH:11][CH:10]=[CH:9][C:8]=1[OH:13].[Cl:14][CH2:15][CH:16]([OH:26])[CH2:17][N:18]1[CH:23]([CH3:24])[CH2:22][CH2:21][CH2:20][CH:19]1[CH3:25].C(=O)([O-])[O-].[K+].[K+].CC(C)=O>CN(C)C=O>[ClH:14].[CH3:25][CH:19]1[CH2:20][CH2:21][CH2:22][CH:23]([CH3:24])[N:18]1[CH2:17][CH:16]([OH:26])[CH2:15][O:13][C:8]1[CH:9]=[CH:10][CH:11]=[CH:12][C:7]=1[CH2:6][C:2]1[S:1][CH:5]=[CH:4][CH:3]=1 |f:2.3.4,7.8|. Reported procedure: A mixture of 1.9 g of 2-(2-thienylmethyl)phenol, 2.3 g of 1-chloro-3-(2,6-dimethylpiperidino)-2-propanol, 1.4 g of anhydrous potassium carbonate, 30 ml of acetone and 20 ml of dimethylformamide is refluxed with stirring for 20 hours. The insoluble matter is then filtered off, and the filtrate is concentrated. To the residue is added ether, and the ethereal solution is extracted with two 50 ml portions of 10% hydrochloric acid. The aqueous layer is made alkaline with sodium hydroxide, and the sep... Run in C1CCOC1 (THF). RXN SMILES: [CH2:1]([O:8][C:9]1[CH:14]=[C:13]([CH3:15])[C:12]([C:16]2[C:17](=[O:23])[CH2:18][CH2:19][C:20]=2[O:21][CH3:22])=[C:11]([CH3:24])[CH:10]=1)[C:2]1[CH:7]=[CH:6][CH:5]=[CH:4][CH:3]=1.C([N-]C(C)C)(C)C.[Li+].[O:33]1[CH2:38][CH2:37][CH:36]([CH:39]=O)[CH2:35][CH2:34]1.CC(C)([O-])C.[K+]>C1COCC1>[CH2:1]([O:8][C:9]1[CH:14]=[C:13]([CH3:15])[C:12]([C:16]2[C:17](=[O:23])[C:18](=[CH:39][CH:36]3[CH2:37][CH2:38][O:33][CH2:34][CH2:35]3)[CH2:19][C:20]=2[O:21][CH3:22])=[C:11]([CH3:24])[CH:10]=1)[C:2]1[CH:3]=[CH:4][CH:5]=[CH:6][CH:7]=1 |f:1.2,4.5|. Reaction conditions: temperature -78 celsius, time 30 minute. The product is C(C1=CC=CC=C1)OC1=CC(=C(C(=C1)C)C=1C(C(CC1OC)=CC1CCOCC1)=O)C (2-(4-benzyloxy-2,6-dimethylphenyl)-3-methoxy-5-[1-(tetrahydropyran-4-yl)-methylidene]cyclopent-2-enone). Reported procedure: To a solution of 2-(4-benzyloxy-2,6-dimethylphenyl)-3-methoxycyclopent-2-enone (1.93 g, 6.0 mmol) in THF (25 ml) under a nitrogen atmosphere at −78° C. is added a solution of lithium diisopropylamide (3.33 ml, 6.0 mmol, 1.8M in tetrahydrofuran) dropwise over 1 minute. The reaction is then stirred at −78° C. for 30 minutes followed by the addition of 4-tetrahydropyran carbaldehyde (0.684 g, 6.0 mmol) in one portion. After a further 5 minutes at −78° C. the reaction is allowed to warm to ambient t... Starting materials: C(C1=CC=CC=C1)OC1=CC(=C(C(=C1)C)C=1C(CCC1OC)=O)C (2-(4-benzyloxy-2,6-dimethylphenyl)-3-methoxycyclopent-2-enone), C(C)(C)[N-]C(C)C.[Li+] (lithium diisopropylamide), CC(C)([O-])C.[K+] (Potassium tert-butoxide), O1CCC(CC1)C=O (4-tetrahydropyran carbaldehyde). The reactants are CC(=O)O[BH-](OC(C)=O)OC(C)=O, C1COCCN1, [Na+], CC(CC=O)C1CC=C2C3=C(CCC21C)C1(C)CCC(O)C(C)(C)C1CC3. Product: CC(CCN1CCOCC1)C1CC=C2C3=C(CCC21C)C1(C)CCC(O)C(C)(C)C1CC3. Reaction SMILES: [C:34]([O:35][BH-:36]([O:37][C:38](=[O:39])[CH3:40])[O:41][C:42](=[O:43])[CH3:44])(=[O:45])[CH3:46].[CH2:28]1[CH2:29][O:30][CH2:31][CH2:32][NH:33]1.[Na+:47].[OH:1][CH:2]1[C:3]([CH3:26])([CH3:27])[CH:4]2[CH2:5][CH2:6][C:7]3=[C:20]([CH2:19][CH2:18][C:17]4([CH3:25])[C:8]3=[CH:9][CH2:10][CH:11]4[CH:12]([CH2:13][CH:14]=[O:15])[CH3:16])[C:21]2([CH3:24])[CH2:22][CH2:23]1>>[OH:1][CH:2]1[C:3]([CH3:26])([CH3:27])[CH:4]2[CH2:5][CH2:6][C:7]3=[C:20]([CH2:19][CH2:18][C:17]4([CH3:25])[C:8]3=[CH:9][CH2:10][CH:11]4[CH:12]([CH2:13][CH2:14][N:33]3[CH2:28][CH2:29][O:30][CH2:31][CH2:32]3)[CH3:16])[C:21]2([CH3:24])[CH2:22][CH2:23]1. Starting materials: [OH-].[Na+] (sodium hydroxide), FC=1C=C2C=CC(=NC2=CC1)C (6-fluoro-2-methylquinoline), [Cl-].[Al+3].[Cl-].[Cl-] (aluminum chloride), BrBr (bromine). Conditions: temperature 80 celsius. The product is BrC1=C2C=CC(=NC2=CC=C1F)C (5-bromo-6-fluoro-2-methylquinoline). The yield is 76.6%. Reaction SMILES: [F:1][C:2]1[CH:3]=[C:4]2[C:9](=[CH:10][CH:11]=1)[N:8]=[C:7]([CH3:12])[CH:6]=[CH:5]2.[Cl-].[Al+3].[Cl-].[Cl-].[Br:17]Br.[OH-].[Na+]>>[Br:17][C:3]1[C:2]([F:1])=[CH:11][CH:10]=[C:9]2[C:4]=1[CH:5]=[CH:6][C:7]([CH3:12])=[N:8]2 |f:1.2.3.4,6.7|. Reported procedure: 20.1 g (0.125 mole) of 6-fluoro-2-methylquinoline was added to 25.3 g (0.189 mole) of aluminum chloride at a temperature of 60° C. 19.98 g (0.125 mole) of bromine was added as a gas. The reaction mixture was heated overnight at 80° C. The reaction mixture was then poured onto ice, and 50% aqueous sodium hydroxide was added until the bulk of the solids had dissolved. The mixture was then extracted with toluene. The toluene extract was dried with magnesium sulfate and evaporated under vacuum to gi... The reactants are C(=O)(O)[O-].[Na+] (NaHCO3), ClC1=NC=CC(=N1)N(C1=CC2=C(N(C(=N2)NC(C)C)C)C=C1)C (N5-(2-chloropyrimidin-4-yl)-N2-isopropyl-N5,1-dimethyl-1H-benzimidazole-2,5-diamine), NC1=CC=C(C=C1)CS(=O)(=O)N (1-(4-aminophenyl)methane-sulfonamide), Cl (HCl). Solvent: C(C)O (ethanol). Conditions: temperature 70 celsius, time 20 hour. The product is Cl.C(C)(C)NC1=NC2=C(N1C)C=CC(=C2)N(C2=NC(=NC=C2)NC2=CC=C(C=C2)CS(=O)(=O)C)C (N2-Isopropyl-N5,1-dimethyl-N5-[2-({4-[(methylsulfonyl)methyl]phenyl}amino) pyrimidin-4-yl]-1H-benzimidazole-2,5-diamine hydrochloride). Reaction SMILES: [Cl:1][C:2]1[N:7]=[C:6]([N:8]([CH3:23])[C:9]2[CH:22]=[CH:21][C:12]3[N:13]([CH3:20])[C:14]([NH:16][CH:17]([CH3:19])[CH3:18])=[N:15][C:11]=3[CH:10]=2)[CH:5]=[CH:4][N:3]=1.[NH2:24][C:25]1[CH:30]=[CH:29][C:28]([CH2:31][S:32](N)(=[O:34])=[O:33])=[CH:27][CH:26]=1.Cl.[C:37]([O-])(O)=O.[Na+]>C(O)C>[ClH:1].[CH:17]([NH:16][C:14]1[N:13]([CH3:20])[C:12]2[CH:21]=[CH:22][C:9]([N:8]([CH3:23])[C:6]3[CH:5]=[CH:4][N:3]=[C:2]([NH:24][C:25]4[CH:30]=[CH:29][C:28]([CH2:31][S:32]([CH3:37])(=[O:34])=[O:33])=[CH:27][CH:26]=4)[N:7]=3)=[CH:10][C:11]=2[N:15]=1)([CH3:19])[CH3:18] |f:3.4,6.7|. Reported procedure: To a solution of N5-(2-chloropyrimidin-4-yl)-N2-isopropyl-N5,1-dimethyl-1H-benzimidazole-2,5-diamine (83 mg, 0.25 mmol) and 1-(4-aminophenyl)methane-sulfonamide (47 mg, 0.25 mmol) in ethanol (2.5 ml) was added a solution of HCl (0.25 ml, 1M in diethyl ether) and the reaction was heated to 70° C. After 20 hours, the reaction mixture was neutralized with the addition of solid NaHCO3. The mixture was filtered and the filtrate was purified with silica gel to give the title compound as a white solid....